This data is from the Open Reaction Database (ORD), a public repository of structured organic reaction records. The task is: describe an organic reaction: reactants, conditions, products, and yield Starting materials: CCCc1ccc(NC(=O)OC(C)(C)C)cc1[N+](=O)[O-], CI, CN(C)C=O. Yields the product CCCc1ccc(N(C)C(=O)OC(C)(C)C)cc1[N+](=O)[O-]. Reaction SMILES: [C:1]([CH3:2])([CH3:3])([CH3:4])[O:5][C:6]([NH:7][c:8]1[cH:9][c:10]([N+:17](=[O:18])[O-:19])[c:11]([CH2:14][CH2:15][CH3:16])[cH:12][cH:13]1)=[O:20].[CH3:21][I:22].[O:23]=[CH:24][N:25]([CH3:26])[CH3:27]>>[C:1]([CH3:2])([CH3:3])([CH3:4])[O:5][C:6]([N:7]([c:8]1[cH:9][c:10]([N+:17](=[O:18])[O-:19])[c:11]([CH2:14][CH2:15][CH3:16])[cH:12][cH:13]1)[CH3:21])=[O:20]. The reactants are ClCCl, CC1CC(C)(C)c2cccc(N)c21, Cc1nc(Cl)sc1C(=O)O, O. Yields the product Cc1nc(Cl)sc1C(=O)Nc1cccc2c1C(C)CC2(C)C. RXN SMILES: [CH2:25]([Cl:26])[Cl:27].[CH3:11][C:12]1([CH3:23])[CH2:13][CH:14]([CH3:22])[c:15]2[c:16]([NH2:21])[cH:17][cH:18][cH:19][c:20]21.[Cl:1][c:2]1[s:3][c:4]([C:8](=[O:9])[OH:10])[c:5]([CH3:7])[n:6]1.[OH2:24]>>[Cl:1][c:2]1[s:3][c:4]([C:8](=[O:10])[NH:21][c:16]2[c:15]3[c:20]([cH:19][cH:18][cH:17]2)[C:12]([CH3:11])([CH3:23])[CH2:13][CH:14]3[CH3:22])[c:5]([CH3:7])[n:6]1. Reactants: S(=O)(=O)(O)C1=C(C=CC2=CC(=CC=C12)C(=O)O)N (1-Sulfo-6-carboxy-2-aminonaphthalene), S(=O)(=O)=O (sulfur trioxide), C1=CC2=C(C=CC(=C2)O)C=C1C(=O)O (2-naphthol-6-carboxylic acid), S(O)(O)(=O)=O.S(=O)(=O)=O (sulfuric acid sulfur trioxide). The product is S(=O)(=O)(O)C1=C(C=CC2=CC(=CC=C12)C(=O)O)O (1-sulfo-6-carboxy-2-naphthol). As a reaction SMILES: [S:1]([C:5]1[C:14]2[C:9](=[CH:10][C:11]([C:15]([OH:17])=[O:16])=[CH:12][CH:13]=2)[CH:8]=[CH:7][C:6]=1N)([OH:4])(=[O:3])=[O:2].C1C(C(O)=O)=CC2C=CC([OH:27])=CC=2C=1.S(=O)(=O)(O)O.S(=O)(=O)=O.S(=O)(=O)=O>>[S:1]([C:5]1[C:14]2[C:9](=[CH:10][C:11]([C:15]([OH:17])=[O:16])=[CH:12][CH:13]=2)[CH:8]=[CH:7][C:6]=1[OH:27])([OH:4])(=[O:3])=[O:2] |f:2.3|. Procedure: 1-Sulfo-6-carboxy-2-aminonaphthalene, which is used as the starting compound, was hitherto unknown. However, it can be prepared according to the invention by sulfonating 2-naphthol-6-carboxylic acid in a sulfuric acid/sulfur trioxide mixture (oleum) which has a sulfur trioxide content of from 0 to 65% by weight, at a temperature of between -5° C. and +40° C., preferably at 0° to 10° C., to first give 1-sulfo-6-carboxy-2-naphthol, then isolating this compound and subsequently reacting it with amm... The reactants are COC([C@H](CC=1C=C2C=CNC2=CC1)OCC)=O ((S)-2-ethoxy-3-(1H-indol-5-yl)-propionic acid methyl ester), ClCC=1N=C(OC1C)C1=C(C=CC=C1)Cl (4-chloromethyl-2-(2-chloro-phenyl)-5-methyl-oxazole). Product: ClC1=C(C=CC=C1)C=1OC(=C(N1)CN1C=CC2=CC(=CC=C12)C[C@@H](C(=O)O)OCC)C ((S)-3-{1-[2-(2-Chloro-phenyl)-5-methyl-oxazol-4-ylmethyl]-1H-indol-5-yl}-2-ethoxy-propionic Acid). Isolated yield 56.0%. As a reaction SMILES: C[O:2][C:3](=[O:18])[C@@H:4]([O:15][CH2:16][CH3:17])[CH2:5][C:6]1[CH:7]=[C:8]2[C:12](=[CH:13][CH:14]=1)[NH:11][CH:10]=[CH:9]2.Cl[CH2:20][C:21]1[N:22]=[C:23]([C:27]2[CH:32]=[CH:31][CH:30]=[CH:29][C:28]=2[Cl:33])[O:24][C:25]=1[CH3:26]>>[Cl:33][C:28]1[CH:29]=[CH:30][CH:31]=[CH:32][C:27]=1[C:23]1[O:24][C:25]([CH3:26])=[C:21]([CH2:20][N:11]2[C:12]3[C:8](=[CH:7][C:6]([CH2:5][C@H:4]([O:15][CH2:16][CH3:17])[C:3]([OH:2])=[O:18])=[CH:14][CH:13]=3)[CH:9]=[CH:10]2)[N:22]=1. Procedure details: Starting from (S)-2-ethoxy-3-(1H-indol-5-yl)-propionic acid methyl ester and 4-chloromethyl-2-(2-chloro-phenyl)-5-methyl-oxazole, the title compound was obtained in 56% yield as a pale brown amorphous solid. MS: (M−H)− 437.2. Reactants: CC([O-])=S, CS(=O)(=O)OC1CN(c2nc(C#N)co2)C1, CN(C)C=O, [K+]. The product is CC(=O)SC1CN(c2nc(C#N)co2)C1. RXN SMILES: [C:17]([CH3:18])(=[S:19])[O-:20].[C:1](#[N:2])[c:3]1[n:4][c:5]([N:8]2[CH2:9][CH:10]([O:12][S:13]([CH3:14])(=[O:15])=[O:16])[CH2:11]2)[o:6][cH:7]1.[CH3:22][N:23]([CH3:24])[CH:25]=[O:26].[K+:21]>>[C:1](#[N:2])[c:3]1[n:4][c:5]([N:8]2[CH2:9][CH:10]([S:19][C:17]([CH3:18])=[O:20])[CH2:11]2)[o:6][cH:7]1. Reactants: C=CC1=CC=CC=C1 (styrene), C1(=CC=CC=C1)C1CCCCC1 (phenylcyclohexane), [Na] (sodium). Solvent: C(C)(C)O (isopropyl alcohol). Reaction conditions: temperature 130 celsius. Product: C=CC1=CC=CC=C1 (styrene), C1(=CC=CC=C1)C1CCCCC1 (phenylcyclohexane), C1(=CC=CC=C1)C1(CCCCC1)CCC1=CC=CC=C1 (1-phenyl-1-(2-phenylethyl)cyclohexane). RXN SMILES: [C:1]1([CH:7]2[CH2:12][CH2:11][CH2:10][CH2:9][CH2:8]2)[CH:6]=[CH:5][CH:4]=[CH:3][CH:2]=1.[Na].[CH2:14]=[CH:15][C:16]1[CH:21]=[CH:20][CH:19]=[CH:18][CH:17]=1>C(O)(C)C>[CH2:8]=[CH:7][C:1]1[CH:6]=[CH:5][CH:4]=[CH:3][CH:2]=1.[C:1]1([CH:7]2[CH2:12][CH2:11][CH2:10][CH2:9][CH2:8]2)[CH:6]=[CH:5][CH:4]=[CH:3][CH:2]=1.[C:1]1([C:7]2([CH2:14][CH2:15][C:16]3[CH:21]=[CH:20][CH:19]=[CH:18][CH:17]=3)[CH2:12][CH2:11][CH2:10][CH2:9][CH2:8]2)[CH:6]=[CH:5][CH:4]=[CH:3][CH:2]=1 |^1:12|. Procedure details: A mixture of 3,100 grams (g) of anhydrous phenylcyclohexane, 40 g of metallic sodium and 11 g of isopropyl alcohol was placed in a 5-liter glass flask and heated to 130° C., and 650 g of styrene was dropped over 3 hours while vigorously stirring and subsequently the resulting mixture was stirred for 1 hour to complete the reaction. Stirring was stopped and the reaction mixture was allowed to stand and cool. Then an oil layer was separated and 200 g of ethanol was added. The resulting mixture was... Reactants: CN(/C=C/C(=O)C1=NN(C=CC1=O)C1=CC=C(C=C1)S(=O)(=O)C)C (3-((E)-3-Dimethylamino-acryloyl)-1-(4-methansulfonyl-phenyl)-1H-pyridazin-4-one), FC(OC1=CC=C(C=C1)NN)(F)F (4-trifluoromethoxy-phenylhydrazine). The product is CS(=O)(=O)C1=CC=C(C=C1)N1N=C(C(C=C1)=O)C=1N(N=CC1)C1=CC=C(C=C1)OC(F)(F)F (1-(4-Methanesulfonyl-phenyl)-3-[2-(4-trifluoromethoxy-phenyl)-2H-pyrazol-3-yl]-1H-pyridazin-4-one). Reaction SMILES: C[N:2](C)/[CH:3]=[CH:4]/[C:5]([C:7]1[C:12](=[O:13])[CH:11]=[CH:10][N:9]([C:14]2[CH:19]=[CH:18][C:17]([S:20]([CH3:23])(=[O:22])=[O:21])=[CH:16][CH:15]=2)[N:8]=1)=O.[F:25][C:26]([F:37])([F:36])[O:27][C:28]1[CH:33]=[CH:32][C:31]([NH:34]N)=[CH:30][CH:29]=1>>[CH3:23][S:20]([C:17]1[CH:18]=[CH:19][C:14]([N:9]2[CH:10]=[CH:11][C:12](=[O:13])[C:7]([C:5]3[N:34]([C:31]4[CH:32]=[CH:33][C:28]([O:27][C:26]([F:25])([F:36])[F:37])=[CH:29][CH:30]=4)[N:2]=[CH:3][CH:4]=3)=[N:8]2)=[CH:15][CH:16]=1)(=[O:22])=[O:21]. Procedure: The product was obtained starting from 3-((E)-3-Dimethylamino-acryloyl)-1-(4-methansulfonyl-phenyl)-1H-pyridazin-4-one (A-16) and 4-trifluoromethoxy-phenylhydrazine according to the method described for example 43. MS: M=477.1 (M+H)+ Starting materials: CS(=O)(=O)C1=C(OCC(=O)OCC)C=CC=C1 (ethyl 2-(2-(methylsulfonyl)phenoxy)acetate), [OH-].[Na+] (NaOH). Run in CCO (EtOH). Reaction conditions: time 30 minute. The product is CS(=O)(=O)C1=C(OCC(=O)O)C=CC=C1 (2-(2-(methylsulfonyl)phenoxy)acetic acid). As a reaction SMILES: [CH3:1][S:2]([C:5]1[CH:17]=[CH:16][CH:15]=[CH:14][C:6]=1[O:7][CH2:8][C:9]([O:11]CC)=[O:10])(=[O:4])=[O:3].[OH-].[Na+]>CCO>[CH3:1][S:2]([C:5]1[CH:17]=[CH:16][CH:15]=[CH:14][C:6]=1[O:7][CH2:8][C:9]([OH:11])=[O:10])(=[O:3])=[O:4] |f:1.2|. Procedure details: To a solution of ethyl 2-(2-(methylsulfonyl)phenoxy)acetate (750 mg, 2.9 mmol) in EtOH (15 ml) was added 10% NaOH aqueous solution (15 mL) at 26° C. The mixture was stirred for 30 min and then concentrated and the residue diluted with water (20 mL) and washed with ethyl acetate (2×20 mL). The aqueous layer was then acidified with 2N HCL until pH 3 and then extracted with ethyl acetate (2×20 ml). The combined organic layers were washed with brine (30 mL), dried over Na2SO4 and concentrated to giv... The reactants are BrC=1C=C2C(=C(C=NC2=CC1)[N+](=O)[O-])Cl (6-Bromo-4-chloro-3-nitroquinoline), BrC1=CC=C(N)C=C1 (4-bromoaniline), NCCCN1C(CCC1)=O (1-(3-aminopropyl)pyrrolidin-2-one). Product: BrC=1C=C2C(=C(C=NC2=CC1)[N+](=O)[O-])NCCCN1C(CCC1)=O (1-[3-(6-bromo-3-nitroquinolin-4-ylamino)propyl]pyrrolidin-2-one). The yield is 87.8%. As a reaction SMILES: [Br:1][C:2]1[CH:3]=[C:4]2[C:9](=[CH:10][CH:11]=1)[N:8]=[CH:7][C:6]([N+:12]([O-:14])=[O:13])=[C:5]2Cl.BrC1C=CC(N)=CC=1.[NH2:24][CH2:25][CH2:26][CH2:27][N:28]1[CH2:32][CH2:31][CH2:30][C:29]1=[O:33]>>[Br:1][C:2]1[CH:3]=[C:4]2[C:9](=[CH:10][CH:11]=1)[N:8]=[CH:7][C:6]([N+:12]([O-:14])=[O:13])=[C:5]2[NH:24][CH2:25][CH2:26][CH2:27][N:28]1[CH2:32][CH2:31][CH2:30][C:29]1=[O:33]. Procedure details: 6-Bromo-4-chloro-3-nitroquinoline (50.62 g, 177.8 mmol), prepared from 4-bromoaniline according to the methods described in Parts A–D of Example 1, was treated with 1-(3-aminopropyl)pyrrolidin-2-one (27.5 mL, 196 mmol) according to the method described in Part E of Example 1 to provide 61.41 g of 1-[3-(6-bromo-3-nitroquinolin-4-ylamino)propyl]pyrrolidin-2-one as a solid. Starting materials: COC=1C=CC(=C(C(=O)O)C1)C(C1=CC=C(C=C1)C)=O (5-methoxy-2-(4-methylbenzoyl)benzoic acid), O.NN (hydrazine hydrate). Yields the product COC1=CC=C2C(=NNC(C2=C1)=O)C1=CC=C(C=C1)C (7-Methoxy-4-(4-methylphenyl)-2H-phthalazin-1-one). As a reaction SMILES: [CH3:1][O:2][C:3]1[CH:4]=[CH:5][C:6]([C:12](=O)[C:13]2[CH:18]=[CH:17][C:16]([CH3:19])=[CH:15][CH:14]=2)=[C:7]([CH:11]=1)[C:8](O)=[O:9].O.[NH2:22][NH2:23]>>[CH3:1][O:2][C:3]1[CH:11]=[C:7]2[C:6]([C:12]([C:13]3[CH:18]=[CH:17][C:16]([CH3:19])=[CH:15][CH:14]=3)=[N:22][NH:23][C:8]2=[O:9])=[CH:5][CH:4]=1 |f:1.2|. Reported procedure: This compound is obtained according to the procedure described in 1.2. by reacting unpurified 5-methoxy-2-(4-methylbenzoyl)benzoic acid with hydrazine hydrate.